From a dataset of the Open Reaction Database (ORD), a public repository of structured organic reaction records. describe an organic reaction: reactants, conditions, products, and yield Starting materials: CN1CCN(CCC1)C1=CC(=C(C=C1)[N+](=O)[O-])OC(C)C (4-(4-methyl-1,4-diazepan-1-yl)-2-(propan-2-yloxy)nitrobenzene). The reagents and catalysts are [Pd] (palladium-on-carbon). Solvent: CO (methanol). Product: CN1CCN(CCC1)C1=CC(=C(N)C=C1)OC(C)C (4-(4-methyl-1,4-diazepan-1-yl)-2-(propan-2-yloxy)aniline). Yield: 91.8%. Reaction SMILES: [CH3:1][N:2]1[CH2:8][CH2:7][CH2:6][N:5]([C:9]2[CH:14]=[CH:13][C:12]([N+:15]([O-])=O)=[C:11]([O:18][CH:19]([CH3:21])[CH3:20])[CH:10]=2)[CH2:4][CH2:3]1>CO.[Pd]>[CH3:1][N:2]1[CH2:8][CH2:7][CH2:6][N:5]([C:9]2[CH:14]=[CH:13][C:12]([NH2:15])=[C:11]([O:18][CH:19]([CH3:21])[CH3:20])[CH:10]=2)[CH2:4][CH2:3]1. Procedure details: A solution of 267 mg of 4-(4-methyl-1,4-diazepan-1-yl)-2-(propan-2-yloxy)nitrobenzene in 90 ml of methanol is hydrogenated using an H-cube, on a cartridge of 10% palladium-on-carbon, at a flow rate of 1 ml/min. The hydrogenated solution is concentrated under reduced pressure, so as to obtain 220 mg of 4-(4-methyl-1,4-diazepan-1-yl)-2-(propan-2-yloxy)aniline in the form of a grey oil.